This data is from the Open Reaction Database (ORD), a public repository of structured organic reaction records. The task is: describe an organic reaction: reactants, conditions, products, and yield Reactants: ClC=1C=NC=C(C1SC1=C(C=C(S1)C(=O)Cl)[N+](=O)[O-])Cl (5-[(3,5-dichloro-4-pyridyl)sulfanyl]-4-nitro-thiophene-2-carbonyl chloride), FC1=C(N)C=CC(=C1)F (2,4-difluoroaniline). Yields the product ClC=1C=NC=C(C1SC1=C(C=C(S1)C(=O)NC1=C(C=C(C=C1)F)F)[N+](=O)[O-])Cl (5-((3,5-dichloropyridin-4-yl)thio)-N-(2,4-difluorophenyl)-4-nitrothiophene-2-carboxamide), solid. Isolated yield 47.0%. RXN SMILES: [Cl:1][C:2]1[CH:3]=[N:4][CH:5]=[C:6]([Cl:20])[C:7]=1[S:8][C:9]1[S:13][C:12]([C:14](Cl)=[O:15])=[CH:11][C:10]=1[N+:17]([O-:19])=[O:18].[F:21][C:22]1[CH:28]=[C:27]([F:29])[CH:26]=[CH:25][C:23]=1[NH2:24]>>[Cl:1][C:2]1[CH:3]=[N:4][CH:5]=[C:6]([Cl:20])[C:7]=1[S:8][C:9]1[S:13][C:12]([C:14]([NH:24][C:23]2[CH:25]=[CH:26][C:27]([F:29])=[CH:28][C:22]=2[F:21])=[O:15])=[CH:11][C:10]=1[N+:17]([O-:19])=[O:18]. Procedure: Prepared according to the procedure described for example 50 from 5-[(3,5-dichloro-4-pyridyl)sulfanyl]-4-nitro-thiophene-2-carbonyl chloride (120 mg, 0.33 mmol) and 2,4-difluoroaniline (50 mg, 0.39 mmol). The title compound was obtained as a solid (70 mg, 47% yield). 1H NMR (400 MHz, d6-DMSO) δ: 10.53 (1H, s), 8.99 (2H, s), 8.68 (1H, m), 7.54 (1H, m), 7.40 (1H, m), 7.12 (1H, m). MS m/z: 460.05, 462.03 [M+H]+. Starting materials: C(CCC)[Li] (n-Butyllithium), C(C)(C)(C)OC(NC1CC2=CC=C(C=C2CC1)Br)=O ((6-Bromo-1,2,3,4-tetrahydro-naphthalen-2-yl)-carbamic acid tert-butyl ester), CN(C)C=O (DMF). The solvent is C1CCOC1 (THF). Reaction conditions: temperature -78 celsius, time 30 minute. Yields the product C(C)(C)(C)OC(NC1CC2=CC=C(C=C2CC1)C=O)=O ((6-formyl-1,2,3,4-tetrahydro-naphthalen-2-yl)-carbamic acid tert-butyl ester). RXN SMILES: [C:1]([O:5][C:6](=[O:19])[NH:7][CH:8]1[CH2:17][CH2:16][C:15]2[C:10](=[CH:11][CH:12]=[C:13](Br)[CH:14]=2)[CH2:9]1)([CH3:4])([CH3:3])[CH3:2].C([Li])CCC.CN([CH:28]=[O:29])C>C1COCC1>[C:1]([O:5][C:6](=[O:19])[NH:7][CH:8]1[CH2:17][CH2:16][C:15]2[C:10](=[CH:11][CH:12]=[C:13]([CH:28]=[O:29])[CH:14]=2)[CH2:9]1)([CH3:4])([CH3:3])[CH3:2]. Reported procedure: (6-Bromo-1,2,3,4-tetrahydro-naphthalen-2-yl)-carbamic acid tert-butyl ester (Step C) (1.080 g, 3.311 mmol) was dissolved in THF (30 mL) and cooled to −78° C. n-Butyllithium (2.5 M) (3.311 mL, 8.276 mmol) was added drop-wise to the stirred solution. The reaction was stirred at −78° C. for 30 min and DMF (1.282 mL, 16.55 mmol) was added drop-wise and the mixture was slowly warmed to RT overnight. The reaction was quenched with saturated aqueous NH4Cl solution and extracted with EtOAc. The combined... Starting materials: [H-].[Na+] (sodium hydride), ClC1=CC2=C(NC(N2C2=CC=CC=C2)=O)C=C1 (5-chloro-1,3-dihydro-3-phenyl-2H-benzimidazol-2-one), O (water), COC1=C(C=CC(=C1)[N+](=O)[O-])S(=O)(=O)Cl (2-methoxy-4-nitrobenzenesulfonyl chloride). Run in CN(C)C=O (DMF). Conditions: time 24 hour. Product: ClC1=CC2=C(N(C(N2C2=CC=CC=C2)=O)S(=O)(=O)C2=C(C=C(C=C2)[N+](=O)[O-])OC)C=C1 (5-Chloro-1,3-dihydro-1-(2-methoxy-4-nitrobenzenesulfonyl)-3-phenyl-2H-benzimidazol-2-one). Reaction SMILES: [H-].[Na+].[Cl:3][C:4]1[CH:19]=[CH:18][C:7]2[NH:8][C:9](=[O:17])[N:10]([C:11]3[CH:16]=[CH:15][CH:14]=[CH:13][CH:12]=3)[C:6]=2[CH:5]=1.[CH3:20][O:21][C:22]1[CH:27]=[C:26]([N+:28]([O-:30])=[O:29])[CH:25]=[CH:24][C:23]=1[S:31](Cl)(=[O:33])=[O:32].O>CN(C=O)C>[Cl:3][C:4]1[CH:19]=[CH:18][C:7]2[N:8]([S:31]([C:23]3[CH:24]=[CH:25][C:26]([N+:28]([O-:30])=[O:29])=[CH:27][C:22]=3[O:21][CH3:20])(=[O:32])=[O:33])[C:9](=[O:17])[N:10]([C:11]3[CH:16]=[CH:15][CH:14]=[CH:13][CH:12]=3)[C:6]=2[CH:5]=1 |f:0.1|. Procedure details: 0.15 g of sodium hydride as an 80% dispersion in oil was added in portions, with stirring, to a solution of 1.223 g of 5-chloro-1,3-dihydro-3-phenyl-2H-benzimidazol-2-one in 12 ml of DMF at room temperature; 1.384 g of 2-methoxy-4-nitrobenzenesulfonyl chloride were then introduced and the reaction medium was stirred at room temperature for 24 hours. The solvent was then evaporated off under vacuum and the residue obtained was taken up with water. It was then extracted with DCM, washed with water... Starting materials: ClC1=CC=C(C=N1)C1CCC(O1)=O (5-(6-chloropyridin-3-yl)tetrahydrofuran-2-one), N (ammonia). Conditions: temperature 45 celsius. Yields the product ClC1=CC=C(C=N1)C(CCC(=O)N)O (4-(6-Chloropyridin-3-yl)-4-hydroxybutyramide). RXN SMILES: [Cl:1][C:2]1[N:7]=[CH:6][C:5]([CH:8]2[O:12][C:11](=[O:13])[CH2:10][CH2:9]2)=[CH:4][CH:3]=1.[NH3:14]>>[Cl:1][C:2]1[N:7]=[CH:6][C:5]([CH:8]([OH:12])[CH2:9][CH2:10][C:11]([NH2:14])=[O:13])=[CH:4][CH:3]=1. Reported procedure: 3.6 g of 5-(6-chloropyridin-3-yl)tetrahydrofuran-2-one (prepared as described in Example 15) was dissolved in 30 ml of 25 percent aqueous ammonia solution and the mixture was heated at 45° C. for 1.5 hours. The solution was evaporated in vacuo. The oily residue (4.65 g) was dried in vacuo over phosphorus pentoxide. The product yield was 3.9 g (approximately 100%) of rubber-like product. Other data concerning the product was: RXN SMILES: [OH-:1].[Na+:2].[CH3:3][N:4]1[C:8](=[O:9])[CH2:7][CH2:6][CH2:5]1>>[CH3:3][NH:4][CH2:5][CH2:6][CH2:7][C:8]([O-:9])=[O:1].[Na+:2] |f:0.1,3.4|. The product is CNCCCC(=O)[O-].[Na+] (sodium N-methyl-4-aminobutyrate). Procedure: In run 2, the aqueous NaOH and 12.5 gallons of NMP were charged to a separate stirred vessel (vessel 1) and contacted at 121° C. for 5 hours to form sodium N-methyl-4-aminobutyrate. The aqueous NaSH was then charged to the stirred vessel and the contents held for 30 minutes at 121° C. to form the polymerizable complex. The liquid mixture was then transferred to the polymerization reactor containing 6 gallons of NMP and 23 lb (0.28 lb-mole) of NaOAc through a Cuno Inc., Process Filtration Product... Starting materials: [OH-].[Na+] (NaOH), CN1CCCC1=O (NMP). Reaction conditions: time 5 hour. Reactants: COC(C(CCCCC)CC1=C(C=C(C=C1)OCC1=C(N=C(S1)C1=CC=C(C=C1)C(F)(F)F)C)C)=O ([rac]-2-{2-methyl-4-[4-methyl-2-(4-trifluoromethyl-phenyl)-thiazol-5-ylmethoxy]-benzyl}-heptanoic acid methyl ester), [OH-].[Na+] (NaOH). Yields the product CC1=C(CC(C(=O)O)CCCCC)C=CC(=C1)OCC1=C(N=C(S1)C1=CC=C(C=C1)C(F)(F)F)C ([rac]-2-{2-methyl-4-[4-methyl-2-(4-trifluoromethyl-phenyl)-thiazol-5-ylmethoxy]-benzyl}-heptanoic acid). As a reaction SMILES: C[O:2][C:3](=[O:36])[CH:4]([CH2:10][C:11]1[CH:16]=[CH:15][C:14]([O:17][CH2:18][C:19]2[S:23][C:22]([C:24]3[CH:29]=[CH:28][C:27]([C:30]([F:33])([F:32])[F:31])=[CH:26][CH:25]=3)=[N:21][C:20]=2[CH3:34])=[CH:13][C:12]=1[CH3:35])[CH2:5][CH2:6][CH2:7][CH2:8][CH3:9].[OH-].[Na+]>>[CH3:35][C:12]1[CH:13]=[C:14]([O:17][CH2:18][C:19]2[S:23][C:22]([C:24]3[CH:25]=[CH:26][C:27]([C:30]([F:33])([F:32])[F:31])=[CH:28][CH:29]=3)=[N:21][C:20]=2[CH3:34])[CH:15]=[CH:16][C:11]=1[CH2:10][CH:4]([CH2:5][CH2:6][CH2:7][CH2:8][CH3:9])[C:3]([OH:36])=[O:2] |f:1.2|. Reported procedure: In analogy to the procedure described in example 10 d], [rac]-2-{2-methyl-4-[4-methyl-2-(4-trifluoromethyl-phenyl)-thiazol-5-ylmethoxy]-benzyl}-heptanoic acid methyl ester was treated with 3 N NaOH to obtain [rac]-2-{2-methyl-4-[4-methyl-2-(4-trifluoromethyl-phenyl)-thiazol-5-ylmethoxy]-benzyl}-heptanoic acid as yellow crystals. Yields the product ClC1=C(C(=NC2=CC(=CC(=C12)F)F)C1=C2C=CN(C2=CC=C1)C)C (4-chloro-5,7-difluoro-3-methyl-2-(1-methyl-1H-indol-4-yl)quinoline). RXN SMILES: Cl[C:2]1[C:11]([CH3:12])=[C:10]([Cl:13])[C:9]2[C:4](=[CH:5][C:6]([F:15])=[CH:7][C:8]=2[F:14])[N:3]=1.[CH3:16][N:17]1[C:25]2[C:20](=[C:21](B3OC(C)(C)C(C)(C)O3)[CH:22]=[CH:23][CH:24]=2)[CH:19]=[CH:18]1.C(=O)([O-])[O-].[K+].[K+]>C1(C)C=CC=CC=1>[Cl:13][C:10]1[C:9]2[C:4](=[CH:5][C:6]([F:15])=[CH:7][C:8]=2[F:14])[N:3]=[C:2]([C:21]2[CH:22]=[CH:23][CH:24]=[C:25]3[C:20]=2[CH:19]=[CH:18][N:17]3[CH3:16])[C:11]=1[CH3:12] |f:2.3.4|. Solvent: C1(=CC=CC=C1)C (toluene). Starting materials: ClC1=NC2=CC(=CC(=C2C(=C1C)Cl)F)F (2,4-dichloro-5,7-difluoro-3-methylquinoline), C([O-])([O-])=O.[K+].[K+] (potassium carbonate), CN1C=CC2=C(C=CC=C12)B1OC(C(O1)(C)C)(C)C (1-methyl-4-(4,4,5,5-tetramethyl-1,3,2-dioxaborolan-2-yl)-1H-indole), palladium tetrakistriphenylphosphine. Procedure details: The Suzuki coupled product was prepared according to Procedure F using 2,4-dichloro-5,7-difluoro-3-methylquinoline (0.5 g, 2.016 mmol), 1-methyl-4-(4,4,5,5-tetramethyl-1,3,2-dioxaborolan-2-yl)-1H-indole (0.57 g, 2.22 mmol), palladium tetrakistriphenylphosphine (0.23 g, 0.20 mmol), potassium carbonate (0.557 g, 4.03 mmol) in toluene (4 mL) at 100° C. for 44 h to give 4-chloro-5,7-difluoro-3-methyl-2-(1-methyl-1H-indol-4-yl)quinoline as a light yellow solid. Mass Spectrum (ESI) m/e=343.0 (M+1). Starting materials: ClCCCCOC=1C=C2CCC(NC2=CC1)=O (6-(4-chlorobutoxy)-3,4-dihydro-carbostyril), CC1=CC=C(C=C1)S (4-methyl-thiophenol). Product: CC1=CC=C(C=C1)SCCCCOC=1C=C2CCC(NC2=CC1)=O (6-[4-(4-Methylphenyl-mercapto)-butoxy]-3,4-dihydro-carbostyril). As a reaction SMILES: Cl[CH2:2][CH2:3][CH2:4][CH2:5][O:6][C:7]1[CH:8]=[C:9]2[C:14](=[CH:15][CH:16]=1)[NH:13][C:12](=[O:17])[CH2:11][CH2:10]2.[CH3:18][C:19]1[CH:24]=[CH:23][C:22]([SH:25])=[CH:21][CH:20]=1>>[CH3:18][C:19]1[CH:24]=[CH:23][C:22]([S:25][CH2:2][CH2:3][CH2:4][CH2:5][O:6][C:7]2[CH:8]=[C:9]3[C:14](=[CH:15][CH:16]=2)[NH:13][C:12](=[O:17])[CH2:11][CH2:10]3)=[CH:21][CH:20]=1. Procedure: Prepared analogous to Example 1 from 6-(4-chlorobutoxy)-3,4-dihydro-carbostyril (m.p. 147°-148° C.) and 4-methyl-thiophenol. Reactants: O=C([O-])[O-], COC(=O)c1c(OC(=O)C(C)C)c2nccnc2[nH]c1=O, CI, CC#N, CCOC(C)=O, [K+], [K+], O. The product is COC(=O)c1c(OC(=O)C(C)C)c2nccnc2n(C)c1=O. As a reaction SMILES: [C:22](=[O:23])([O-:24])[O-:25].[CH3:1][O:2][C:3](=[O:4])[c:5]1[c:6]([O:16][C:17]([CH:18]([CH3:19])[CH3:20])=[O:21])[c:7]2[c:8]([n:9][cH:10][cH:11][n:12]2)[nH:13][c:14]1=[O:15].[CH3:28][I:29].[CH3:30][C:31]#[N:32].[CH3:33][CH2:34][O:35][C:36](=[O:37])[CH3:38].[K+:26].[K+:27].[OH2:39]>>[CH3:1][O:2][C:3](=[O:4])[c:5]1[c:6]([O:16][C:17]([CH:18]([CH3:19])[CH3:20])=[O:21])[c:7]2[c:8]([n:9][cH:10][cH:11][n:12]2)[n:13]([CH3:22])[c:14]1=[O:15].